This data is from the Open Reaction Database (ORD), a public repository of structured organic reaction records. The task is: describe an organic reaction: reactants, conditions, products, and yield The solvent is CN(C=O)C (dimethylformamide). RXN SMILES: [H-].[Na+].[CH2:3]([C:5]1[CH:10]=[CH:9][C:8]([OH:11])=[CH:7][CH:6]=1)[CH3:4].Cl.Cl[CH2:14][CH2:15][C:16]1[N:17]=[CH:18][NH:19][CH:20]=1>CN(C)C=O.[I-].C([N+](CCCC)(CCCC)CCCC)CCC>[CH2:3]([C:5]1[CH:10]=[CH:9][C:8]([O:11][CH2:14][CH2:15][C:16]2[N:17]=[CH:18][NH:19][CH:20]=2)=[CH:7][CH:6]=1)[CH3:4] |f:0.1,3.4,6.7|. Conditions: time 2 hour. Reported procedure: 180 mg (60% in oil; 4.5 mmol) of sodium hydride are slowly added to a solution of 1.1 g (9 mmol) of 4-ethylphenol in 7 ml of dimethylformamide and the mixture is stirred at room temperature for 2 hours. 150 mg (0.9 mmol) of 4-(2-chloroethyl)-1H-imidazole hydrochloride and tetrabutylammonium iodide (catalyst) are added and the mixture is stirred at 80° C. for 3 days. The solvent is concentrated and 50 ml of diethyl ether are added. The precipitate is separated by filtration and the filtrate is ev... Reagents/catalysts: [I-].C(CCC)[N+](CCCC)(CCCC)CCCC (tetrabutylammonium iodide). The product is C(C)C1=CC=C(OCCC=2N=CNC2)C=C1 (4-[2-(4-Ethylphenoxy)ethyl]-1H-imidazole). Reactants: Cl.ClCCC=1N=CNC1 (4-(2-chloroethyl)-1H-imidazole hydrochloride), eluent 95/5, [H-].[Na+] (sodium hydride), C(C)C1=CC=C(C=C1)O (4-ethylphenol). Procedure: In analogy to the procedure described in example 192f, (2S,4R)-4-(4-bromo-2-trifluoromethyl-benzenesulfonyl)-pyrrolidine-2-carboxylic acid methyl ester (example 18) was reacted with tert-butyl acetoacetate to give the title compound as brown oil. Yields the product COC(=O)[C@H]1N(C[C@@H](C1)S(=O)(=O)C1=C(C=C(C=C1)Br)C(F)(F)F)C(CC(C)=O)=O ((2S,4R)-4-(4-Bromo-2-trifluoromethyl-benzenesulfonyl)-1-(3-oxo-butyryl)-pyrrolidine-2-carboxylic acid methyl ester). Starting materials: COC(=O)[C@H]1NC[C@@H](C1)S(=O)(=O)C1=C(C=C(C=C1)Br)C(F)(F)F ((2S,4R)-4-(4-bromo-2-trifluoromethyl-benzenesulfonyl)-pyrrolidine-2-carboxylic acid methyl ester), C(CC(=O)C)(=O)OC(C)(C)C (tert-butyl acetoacetate). As a reaction SMILES: [CH3:1][O:2][C:3]([C@@H:5]1[CH2:9][C@@H:8]([S:10]([C:13]2[CH:18]=[CH:17][C:16]([Br:19])=[CH:15][C:14]=2[C:20]([F:23])([F:22])[F:21])(=[O:12])=[O:11])[CH2:7][NH:6]1)=[O:4].[C:24](OC(C)(C)C)(=[O:29])[CH2:25][C:26]([CH3:28])=[O:27]>>[CH3:1][O:2][C:3]([C@@H:5]1[CH2:9][C@@H:8]([S:10]([C:13]2[CH:18]=[CH:17][C:16]([Br:19])=[CH:15][C:14]=2[C:20]([F:23])([F:21])[F:22])(=[O:11])=[O:12])[CH2:7][N:6]1[C:24](=[O:29])[CH2:25][C:26](=[O:27])[CH3:28])=[O:4]. Starting materials: O=C1N(C(=NN1)C[C@H]1CN(CC1)C(=O)OC(C)(C)C)C1=CC=C(C=C1)C1=CC=C2C=CC=NC2=C1 (1,1-dimethylethyl (3S)-3-({5-oxo-4-[4-(7-quinolinyl)phenyl]-4,5-dihydro-1H-1,2,4-triazol-3-yl}methyl)-1-pyrrolidinecarboxylate), Cl (HCl). The solvent is O1CCOCC1 (dioxane). Reaction conditions: time 1 hour. The product is Cl.N1C[C@@H](CC1)CC=1N(C(NN1)=O)C1=CC=C(C=C1)C1=CC=C2C=CC=NC2=C1 (5-[(3S)-3-pyrrolidinylmethyl]-4-[4-(7-quinolinyl)phenyl]-2,4-dihydro-3H-1,2,4-triazol-3-one hydrochloride). Yield: 96.0%. As a reaction SMILES: [O:1]=[C:2]1[NH:6][N:5]=[C:4]([CH2:7][C@@H:8]2[CH2:12][CH2:11][N:10](C(OC(C)(C)C)=O)[CH2:9]2)[N:3]1[C:20]1[CH:25]=[CH:24][C:23]([C:26]2[CH:35]=[C:34]3[C:29]([CH:30]=[CH:31][CH:32]=[N:33]3)=[CH:28][CH:27]=2)=[CH:22][CH:21]=1.[ClH:36]>O1CCOCC1>[ClH:36].[NH:10]1[CH2:11][CH2:12][C@@H:8]([CH2:7][C:4]2[N:3]([C:20]3[CH:21]=[CH:22][C:23]([C:26]4[CH:35]=[C:34]5[C:29]([CH:30]=[CH:31][CH:32]=[N:33]5)=[CH:28][CH:27]=4)=[CH:24][CH:25]=3)[C:2](=[O:1])[NH:6][N:5]=2)[CH2:9]1 |f:3.4|. Procedure details: Into an 8 mL vial was placed 1,1-dimethylethyl (3S)-3-({5-oxo-4-[4-(7-quinolinyl)phenyl]-4,5-dihydro-1H-1,2,4-triazol-3-yl}methyl)-1-pyrrolidinecarboxylate (0.382 mmol). Added was 4N HCl in dioxane (2.0 mL). The vial was capped and the solution was agitated at room temperature for 1 h. The reaction was concentrated in vacuo to afford the title compound as the HCl salt (150 mg, 96%). No further purification was performed on this compound. MS(ES)+ m/e 372.2 [M+H]+. Reactants: 4A, ClC(C(=O)OC)(F)Cl (methyl dichlorofluoroacetate), FC1=CC=C(C=C1)C1(CC1)C=O (1-(4-fluorophenyl)-1-formyl-cyclopropane), C(C)(=O)OC(C)=O (acetic anhydride). Reagents/catalysts: [Zn] (zinc), [Cu]Cl (copper (I) chloride). Solvent: O1CCCC1 (tetrahydrofuran). Product: FC(=CC1(CC1)C1=CC=C(C=C1)F)C(=O)OC (1-(2-Fluoro-2-(methoxycarbonyl)ethenyl)-1-(4-fluorophenyl)cyclopropane). The yield is 40.8%. RXN SMILES: [F:1][C:2]1[CH:7]=[CH:6][C:5]([C:8]2([CH:11]=O)[CH2:10][CH2:9]2)=[CH:4][CH:3]=1.C(OC(=O)C)(=O)C.Cl[C:21](Cl)([F:26])[C:22]([O:24][CH3:25])=[O:23]>[Zn].[Cu]Cl.O1CCCC1>[F:26][C:21]([C:22]([O:24][CH3:25])=[O:23])=[CH:11][C:8]1([C:5]2[CH:4]=[CH:3][C:2]([F:1])=[CH:7][CH:6]=2)[CH2:9][CH2:10]1. Reported procedure: The method of Example 1 was repeated using zinc powder (1 g), copper (I) chloride (0.12 g) and molecular sieve 4A (1 g), tetrahydrofuran (18 ml), 1-(4-fluorophenyl)-1-formyl-cyclopropane (0.54 g), acetic anhydride (0.38 ml) and methyl dichlorofluoroacetate (0.69 g) to yield the title compound (0.32 g, 42%). Starting materials: FC1=CC=C(C=C1)OC(N(C)[C@@H]1CNC[C@H]1C1=CC=C(C=C1)Cl)=O ([(3S,4R)-4-(4-chloro-phenyl)-pyrrolidin-3-yl]-methyl-carbamic acid 4-fluoro-phenyl ester), N1(CCOCC1)CCC(=O)O (3-morpholin-4-yl-propionic acid). Product: FC1=CC=C(C=C1)OC(N(C)[C@@H]1CN(C[C@H]1C1=CC=C(C=C1)Cl)C(CCN1CCOCC1)=O)=O ([(3S,4R)-4-(4-chloro-phenyl)-1-(3-morpholin-4-yl-propionyl)-pyrrolidin-3-yl]-methyl-carbamic acid 4-fluoro-phenyl ester). Reaction SMILES: [F:1][C:2]1[CH:7]=[CH:6][C:5]([O:8][C:9](=[O:24])[N:10]([C@H:12]2[C@H:16]([C:17]3[CH:22]=[CH:21][C:20]([Cl:23])=[CH:19][CH:18]=3)[CH2:15][NH:14][CH2:13]2)[CH3:11])=[CH:4][CH:3]=1.[N:25]1([CH2:31][CH2:32][C:33](O)=[O:34])[CH2:30][CH2:29][O:28][CH2:27][CH2:26]1>>[F:1][C:2]1[CH:7]=[CH:6][C:5]([O:8][C:9](=[O:24])[N:10]([C@H:12]2[C@H:16]([C:17]3[CH:22]=[CH:21][C:20]([Cl:23])=[CH:19][CH:18]=3)[CH2:15][N:14]([C:33](=[O:34])[CH2:32][CH2:31][N:25]3[CH2:30][CH2:29][O:28][CH2:27][CH2:26]3)[CH2:13]2)[CH3:11])=[CH:4][CH:3]=1. Procedure details: In analogy to the procedure described for the synthesis of example 44 (step c), the title compound [(3S,4R)-4-(4-chloro-phenyl)-1-(3-morpholin-4-yl-propionyl)-pyrrolidin-3-yl]-methyl-carbamic acid 4-fluoro-phenyl ester was prepared from [(3S,4R)-4-(4-chloro-phenyl)-pyrrolidin-3-yl]-methyl-carbamic acid 4-fluoro-phenyl ester using 3-morpholin-4-yl-propionic acid instead of 1-methylcyclopropane-1-carboxylic acid and was obtained as a white solid. MS m/e: 490.2 [M+H]+. Reactants: [Al+3], [Al+3], Cc1ccccc1, Fc1c(F)c(F)c(B(c2c(F)c(F)c(F)c(F)c2F)c2c(F)c(F)c(F)c(F)c2F)c(F)c1F, O, O, O, O, O, O, O, O, O, O, O, O, O, O, O, O, O, O, O=S(=O)([O-])[O-], O=S(=O)([O-])[O-], O=S(=O)([O-])[O-]. The product is OB(c1c(F)c(F)c(F)c(F)c1F)c1c(F)c(F)c(F)c(F)c1F. As a reaction SMILES: [Al+3:58].[Al+3:69].[CH3:70][c:71]1[cH:72][cH:73][cH:74][cH:75][cH:76]1.[F:1][c:2]1[c:3]([F:34])[c:4]([F:33])[c:5]([F:32])[c:6]([F:31])[c:7]1[B:8]([c:9]1[c:10]([F:19])[c:11]([F:18])[c:12]([F:17])[c:13]([F:16])[c:14]1[F:15])[c:20]1[c:21]([F:22])[c:23]([F:24])[c:25]([F:26])[c:27]([F:28])[c:29]1[F:30].[OH2:35].[OH2:36].[OH2:37].[OH2:38].[OH2:39].[OH2:40].[OH2:41].[OH2:42].[OH2:43].[OH2:44].[OH2:45].[OH2:46].[OH2:47].[OH2:48].[OH2:49].[OH2:50].[OH2:51].[OH2:52].[S:53](=[O:54])([O-:55])([O-:56])=[O:57].[S:59]([O-:60])([O-:61])(=[O:62])=[O:63].[S:64]([O-:65])([O-:66])(=[O:67])=[O:68]>>[F:1][c:2]1[c:3]([F:34])[c:4]([F:33])[c:5]([F:32])[c:6]([F:31])[c:7]1[B:8]([c:9]1[c:10]([F:19])[c:11]([F:18])[c:12]([F:17])[c:13]([F:16])[c:14]1[F:15])[OH:54]. Starting materials: C1(CC1)NC(=O)C=1N=NN(C1)C1=C(C=C(C=C1)C(=O)NCC)OCCOCCBr (N-cyclopropyl-1-{2-[2-(2-bromoethoxy)ethoxy]-4-[(ethylamino)carbonyl]phenyl}-1H-1,2,3-triazole-4-carboxamide), O.[F-].C(CCC)[N+](CCCC)(CCCC)CCCC (tetrabutylammonium fluoride monohydrate). The product is C1(CC1)NC(=O)C=1N=NN(C1)C1=C(C=C(C=C1)C(=O)NCC)OCCOCCF (N-cyclopropyl-1-{4-[(ethylamino)carbonyl]-2-[2-(2-fluoroethoxy)ethoxy]phenyl}-1H-1,2,3-triazole-4-carboxamide). RXN SMILES: [CH:1]1([NH:4][C:5]([C:7]2[N:8]=[N:9][N:10]([C:12]3[CH:17]=[CH:16][C:15]([C:18]([NH:20][CH2:21][CH3:22])=[O:19])=[CH:14][C:13]=3[O:23][CH2:24][CH2:25][O:26][CH2:27][CH2:28]Br)[CH:11]=2)=[O:6])[CH2:3][CH2:2]1.O.[F-:31].C([N+](CCCC)(CCCC)CCCC)CCC>C(#N)C>[CH:1]1([NH:4][C:5]([C:7]2[N:8]=[N:9][N:10]([C:12]3[CH:17]=[CH:16][C:15]([C:18]([NH:20][CH2:21][CH3:22])=[O:19])=[CH:14][C:13]=3[O:23][CH2:24][CH2:25][O:26][CH2:27][CH2:28][F:31])[CH:11]=2)=[O:6])[CH2:3][CH2:2]1 |f:1.2.3|. The yield is 20.0%. Run at temperature 80 celsius, time 8 hour. Procedure details: To a solution of N-cyclopropyl-1-{2-[2-(2-bromoethoxy)ethoxy]-4-[(ethylamino)carbonyl]phenyl}-1H-1,2,3-triazole-4-carboxamide (0.23 g) obtained in Example 308a) in acetonitrile (10 ml) was added tetrabutylammonium fluoride monohydrate (0.39 g), and the mixture was stirred at 80° C. overnight. The reaction mixture was allowed to cool to room temperature, and the solvent, was evaporated under reduced pressure. The residue was purified by preparative HPLC (acetonitrile-water) and recrystallized fro... Run in C(C)#N (acetonitrile). Starting materials: C(#N)C1(CCC(CC1)=CC(=O)OCC)C1=CC=C(C=2OCCOC21)OC (Ethyl 4-cyano-4-(8-methoxy-1,4-benzodioxan-5-yl)cyclohexanylideneacetate). Reagents/catalysts: [C].[Pd] (palladium-carbon). Solvent: C(C)O (ethanol), CC(=O)C (acetone). Run at time 3 hour. Product: C(#N)C1(CCC(CC1)CC(=O)OCC)C1=CC=C(C=2OCCOC21)OC (Ethyl 2-[4-cyano-4-(8-methoxy-1,4-benzodioxan-5-yl)cyclohexan-1-yl]acetate). Yield: 100.2%. RXN SMILES: [C:1]([C:3]1([C:15]2[C:24]3[O:23][CH2:22][CH2:21][O:20][C:19]=3[C:18]([O:25][CH3:26])=[CH:17][CH:16]=2)[CH2:8][CH2:7][C:6](=[CH:9][C:10]([O:12][CH2:13][CH3:14])=[O:11])[CH2:5][CH2:4]1)#[N:2]>C(O)C.CC(C)=O.[C].[Pd]>[C:1]([C:3]1([C:15]2[C:24]3[O:23][CH2:22][CH2:21][O:20][C:19]=3[C:18]([O:25][CH3:26])=[CH:17][CH:16]=2)[CH2:8][CH2:7][CH:6]([CH2:9][C:10]([O:12][CH2:13][CH3:14])=[O:11])[CH2:5][CH2:4]1)#[N:2] |f:3.4|. Procedure: To a solution of Compound 10 (0.55 g, 1.5 mmol) obtained in Example 10 in ethanol (5.5 mL) and acetone (8.0 m) was added 10% palladium-carbon (containing 50% of water) (0.11 g), and the mixture was subjected to a hydrogenation reaction at room temperature and ordinary pressure for 3 hours. After removal of the catalyst, the solvent was evaporated in vacuo from the filtrate to give Compound 20 (0.54 g, 100%) as a mixture of isomers in a pale yellow oil. Starting materials: O1C(CCC1)C=CC#N (3-(tetrahydro-furan-2-yl)-acrylonitrile). Reagents/catalysts: [Ni] (Ni). Solvent: C1CCOC1 (THF). Conditions: time 8 hour. The product is O1C(CCC1)CCCN (3-(Tetrahydro-furan-2-yl)-propylamine). Isolated yield 51.0%. Reaction SMILES: [O:1]1[CH2:5][CH2:4][CH2:3][CH:2]1[CH:6]=[CH:7][C:8]#[N:9]>C1COCC1.[Ni]>[O:1]1[CH2:5][CH2:4][CH2:3][CH:2]1[CH2:6][CH2:7][CH2:8][NH2:9]. Procedure: Raney Ni (approx 1 mL) was added to 3-(tetrahydro-furan-2-yl)-acrylonitrile (0.43 g, 3.5 mmol) in THF (6 mL), the mixture was evacuated then charged with 1 atm H2 (balloon) then stirred overnight. The mixture was recharged with Raney Ni (1 mL) and H2 and stirring was continued an additional 24 hour, until no starting material was evident via TLC. The reaction contents were filtered through a celite plug, that was thoroughly rinsed with MeOH, solvents removed to yield 3-(Tetrahydro-furan-2-yl)-pr...